From a dataset of the Open Reaction Database (ORD), a public repository of structured organic reaction records. describe an organic reaction: reactants, conditions, products, and yield Reactants: CCCCCNCCCCC, CS(=O)(=O)OCc1cc(C=O)ccc1OCc1ccccc1, CN(C)C=O. Yields the product CCCCCN(CCCCC)Cc1cc(C=O)ccc1OCc1ccccc1. Reaction SMILES: [CH2:1]([CH2:2][CH2:3][CH2:4][CH3:5])[NH:6][CH2:7][CH2:8][CH2:9][CH2:10][CH3:11].[CH3:12][S:13]([O:14][CH2:17][c:18]1[cH:19][c:20]([CH:21]=[O:22])[cH:23][cH:24][c:25]1[O:26][CH2:27][c:28]1[cH:29][cH:30][cH:31][cH:32][cH:33]1)(=[O:15])=[O:16].[CH3:34][N:35]([CH3:36])[CH:37]=[O:38]>>[CH2:1]([CH2:2][CH2:3][CH2:4][CH3:5])[N:6]([CH2:7][CH2:8][CH2:9][CH2:10][CH3:11])[CH2:17][c:18]1[cH:19][c:20]([CH:21]=[O:22])[cH:23][cH:24][c:25]1[O:26][CH2:27][c:28]1[cH:29][cH:30][cH:31][cH:32][cH:33]1. The reactants are [BH4-], CCOc1ccc(C=O)cc1OCC, CO, [Na+], O. The product is CCOc1ccc(CO)cc1OCC. As a reaction SMILES: [BH4-:17].[CH2:1]([CH3:2])[O:3][c:4]1[cH:5][c:6]([CH:7]=[O:8])[cH:9][cH:10][c:11]1[O:12][CH2:13][CH3:14].[CH3:15][OH:16].[Na+:18].[OH2:19]>>[CH2:1]([CH3:2])[O:3][c:4]1[cH:5][c:6]([CH2:7][OH:8])[cH:9][cH:10][c:11]1[O:12][CH2:13][CH3:14]. Procedure details: 6-Chloro-4-methylsulfoxy-3-propionyl-8-trifluoromethyl-2-quinolinone (365 mg, 1 mmol) and propargylamine (55 mg, 1 mmol) were used and the reaction was carried out as in the above process of example 1 to obtain the desired product (310 mg, yield: 87%). The yield is 86.9%. RXN SMILES: [Cl:1][C:2]1[C:3](OS(O)(=O)=O)=[C:4]2[C:9](=[C:10]([C:12]([F:15])([F:14])[F:13])[CH:11]=1)[NH:8][C:7](=[O:16])[C:6]([C:17](=[O:20])[CH2:18][CH3:19])=[C:5]2C.[CH2:27]([NH2:30])[C:28]#[CH:29]>>[Cl:1][C:2]1[CH:3]=[C:4]2[C:9](=[C:10]([C:12]([F:14])([F:15])[F:13])[CH:11]=1)[NH:8][C:7](=[O:16])[C:6]([C:17](=[O:20])[CH2:18][CH3:19])=[C:5]2[NH:30][CH2:27][C:28]#[CH:29]. Product: ClC=1C=C2C(=C(C(NC2=C(C1)C(F)(F)F)=O)C(CC)=O)NCC#C (6-Chloro-4-propargylamino-3-propionyl-8-trifluoromethyl-2-quinolinone). The reactants are ClC=1C(=C2C(=C(C(NC2=C(C1)C(F)(F)F)=O)C(CC)=O)C)OS(=O)(=O)O (6-Chloro-4-methylsulfoxy-3-propionyl-8-trifluoromethyl-2-quinolinone), C(C#C)N (propargylamine). Starting materials: S(=O)(=O)(Cl)Cl (sulfuryl chloride), BrC1=CC=C(C=C1)NC(=S)N (4-bromophenylthiourea). The solvent is ClC1=C(C=CC=C1)Cl (o-dichlorobenzene). Reaction conditions: temperature 20 celsius. The product is [Cl-].NC=1SC2=C([NH+]1)C=CC(=C2)Br (2-amino-6-bromobenzothiazolium chloride). RXN SMILES: S(Cl)([Cl:4])(=O)=O.[Br:6][C:7]1[CH:12]=[CH:11][C:10]([NH:13][C:14]([NH2:16])=[S:15])=[CH:9][CH:8]=1>ClC1C=CC=CC=1Cl>[Cl-:4].[NH2:16][C:14]1[S:15][C:9]2[CH:8]=[C:7]([Br:6])[CH:12]=[CH:11][C:10]=2[NH+:13]=1 |f:3.4|. Procedure: 190 Parts of sulfuryl chloride were added homogeneously within 4 hours at a temperature of 45°-50° C. with stirring to 231 parts of 4-bromophenylthiourea suspended in 1,200 parts of o-dichlorobenzene. After the gas development had ceased, the batch was cooled to about 20° C., the curde 2-amino-6-bromobenzothiazolium chloride precipitated was suction-filtered and washed with o-dichlorobenzene. The filter cake moist with the solvent was suspended in 1,000 parts of water, the adhering o-dichloroben... Starting materials: Cc1cnc(CNC(=O)c2ccc(C(=O)NN)s2)cn1, CC(=O)c1csc(-c2ccc(Cl)c(Cl)c2)c1O. The product is CC(=NNC(=O)c1ccc(C(=O)NCc2cnc(C)cn2)s1)c1csc(-c2ccc(Cl)c(Cl)c2)c1O. RXN SMILES: [CH3:18][c:19]1[n:20][cH:21][c:22]([CH2:25][NH:26][C:27](=[O:28])[c:29]2[s:30][c:31]([C:34](=[O:35])[NH:36][NH2:37])[cH:32][cH:33]2)[n:23][cH:24]1.[Cl:1][c:2]1[cH:3][c:4](-[c:9]2[s:10][cH:11][c:12]([C:15](=[O:16])[CH3:17])[c:13]2[OH:14])[cH:5][cH:6][c:7]1[Cl:8]>>[Cl:1][c:2]1[cH:3][c:4](-[c:9]2[s:10][cH:11][c:12]([C:15]([CH3:17])=[N:37][NH:36][C:34]([c:31]3[s:30][c:29]([C:27]([NH:26][CH2:25][c:22]4[cH:21][n:20][c:19]([CH3:18])[cH:24][n:23]4)=[O:28])[cH:33][cH:32]3)=[O:35])[c:13]2[OH:14])[cH:5][cH:6][c:7]1[Cl:8]. The reactants are [BH4-].[Na+] (Sodium borohydride), BrC=1C=C2C=CN(C2=CC1)C1CCC(CC1)=O (4-(5-Bromo-1H-indol-1-yl)-cyclohexanone). As a reaction SMILES: [BH4-].[Na+].[Br:3][C:4]1[CH:5]=[C:6]2[C:10](=[CH:11][CH:12]=1)[N:9]([CH:13]1[CH2:18][CH2:17][C:16](=[O:19])[CH2:15][CH2:14]1)[CH:8]=[CH:7]2>CO>[Br:3][C:4]1[CH:5]=[C:6]2[C:10](=[CH:11][CH:12]=1)[N:9]([CH:13]1[CH2:18][CH2:17][CH:16]([OH:19])[CH2:15][CH2:14]1)[CH:8]=[CH:7]2 |f:0.1|. Yields the product BrC=1C=C2C=CN(C2=CC1)C1CCC(CC1)O (4-(5-Bromo-1H-indol-1-yl)-cyclohexanol). Procedure details: Sodium borohydride (62.198 mg, 1.644 mmol) was added to a mixture of intermediate D30 (2.074 g, 7.098 mmol) in MeOH (50 ml) stirred at 0° C. The resulting reaction mixture was warmed to room temperature and further stirred for 1 h. Subsequently, the mixture was concentrated in vacuo and the residue was dissolved in DCM. This solution was washed with NH4Cl (aqueous sat. solution). The organic layer was separated, dried (Na2SO4), and the solvent was evaporated in vacuo. The residue was purified by... Reaction conditions: temperature 0 celsius. Run in CO (MeOH). Starting materials: [S-]C#N.[K+] (potassium thiocyanate), NC=1C=CC(=NC1)OC=1C=C(C=CC1C)NC(OCC1=CC=CC=C1)=O (benzyl {3-[(5-aminopyridin-2-yl)oxy]-4-methylphenyl}carbamate), BrBr (bromine). The solvent is C(C)(=O)O (acetic acid), C(C)(=O)O (acetic acid). Reaction conditions: time 18 hour. The product is NC=1SC2=NC(=CC=C2N1)OC=1C=C(C=CC1C)NC(OCC1=CC=CC=C1)=O (benzyl {3-[(2-amino[1,3]thiazolo[5,4-b]pyridin-5-yl)oxy]-4-methylphenyl}carbamate). The yield is 73.5%. Reaction SMILES: [S-:1][C:2]#[N:3].[K+].[NH2:5][C:6]1[CH:7]=[CH:8][C:9]([O:12][C:13]2[CH:14]=[C:15]([NH:20][C:21](=[O:30])[O:22][CH2:23][C:24]3[CH:29]=[CH:28][CH:27]=[CH:26][CH:25]=3)[CH:16]=[CH:17][C:18]=2[CH3:19])=[N:10][CH:11]=1.BrBr>C(O)(=O)C>[NH2:3][C:2]1[S:1][C:11]2[C:6]([N:5]=1)=[CH:7][CH:8]=[C:9]([O:12][C:13]1[CH:14]=[C:15]([NH:20][C:21](=[O:30])[O:22][CH2:23][C:24]3[CH:25]=[CH:26][CH:27]=[CH:28][CH:29]=3)[CH:16]=[CH:17][C:18]=1[CH3:19])[N:10]=2 |f:0.1|. Procedure: To a solution of potassium thiocyanate (62.9 g, 647 mmol) in acetic acid (500 ml) was added benzyl {3-[(5-aminopyridin-2-yl)oxy]-4-methylphenyl}carbamate (56.5 g, 162 mmol), and a solution of bromine (27.1 g, 170 mmol) in acetic acid (100 mL) was added dropwise. The reaction mixture was stirred at room temperature for 18 hr, and the insoluble material was filtered off through a celite pad. The filtrate was concentrated under reduced pressure, and the obtained residue was diluted with ethyl aceta...